From a dataset of the Open Reaction Database (ORD), a public repository of structured organic reaction records. describe an organic reaction: reactants, conditions, products, and yield Starting materials: C(#N)C[C@H]1[C@H](CC[C@H](C1)N(C)C(C)C)NC([O-])=O ((1S,2S,4R)-2-(cyanomethyl)-4-(isopropyl(methyl)amino)cyclohexylcarbamate), Br (HBr). Solvent: C(C)(=O)O (acetic acid), C(C)(=O)O (acetic acid). Reaction conditions: time 2.5 hour. Product: N[C@@H]1[C@@H](C[C@@H](CC1)N(C)C(C)C)CC#N (2-((1S,2S,5R)-2-amino-5-(isopropyl(methyl)amino)cyclohexyl)acetonitrile), Br (HBr). RXN SMILES: [C:1]([CH2:3][C@@H:4]1[CH2:9][C@H:8]([N:10]([CH:12]([CH3:14])[CH3:13])[CH3:11])[CH2:7][CH2:6][C@@H:5]1[NH:15]C(=O)[O-])#[N:2].[BrH:19]>C(O)(=O)C>[NH2:15][C@H:5]1[CH2:6][CH2:7][C@@H:8]([N:10]([CH:12]([CH3:14])[CH3:13])[CH3:11])[CH2:9][C@H:4]1[CH2:3][C:1]#[N:2].[BrH:19]. Reported procedure: To a solution of (1S,2S,4R)-2-(cyanomethyl)-4-(isopropyl(methyl)amino)cyclohexylcarbamate (479 mg) in 4 ml of acetic acid was added 4 ml of 30% HBr in acetic acid, and the mixture was stirred for 2.5 hours. The acid was evaporated off under reduced pressure and residue was dried by azeotroping with benzene several times. The residue was further dried under vacuum to give 2-((1S,2S,5R)-2-amino-5-(isopropyl(methyl)amino)cyclohexyl)acetonitrile as a bis-HBr salt as a solid (673 mg). Reactants: FC(C1=CC=C(C=C1)C=1SC=C(N1)CCO)(F)F (2-[2-(4-trifluoromethyl-phenyl)-thiazol-4-yl]-ethanol), C1(=CC=CC=C1)P(C1=CC=CC=C1)C1=CC=CC=C1 (triphenylphosphine), N(=NC(=O)OC(C)(C)C)C(=O)OC(C)(C)C (di-tert-butyl azodicarboxylate), C(C)(C)(C)OC(CN1C=CC2=CC=C(C=C12)O)=O ((6-hydroxy-indol-1-yl)-acetic acid tert-butyl ester). Yields the product C(C)(C)(C)OC(CN1C=CC2=CC=C(C=C12)OCCC=1N=C(SC1)C1=CC=C(C=C1)C(F)(F)F)=O ((6-{2-[2-(4-trifluoromethyl-phenyl)-thiazol-4-yl]-ethoxy]-indol-1-yl)-acetic acid tert-butyl ester). Reaction SMILES: [C:1]([O:5][C:6](=[O:18])[CH2:7][N:8]1[C:16]2[C:11](=[CH:12][CH:13]=[C:14]([OH:17])[CH:15]=2)[CH:10]=[CH:9]1)([CH3:4])([CH3:3])[CH3:2].[F:19][C:20]([F:36])([F:35])[C:21]1[CH:26]=[CH:25][C:24]([C:27]2[S:28][CH:29]=[C:30]([CH2:32][CH2:33]O)[N:31]=2)=[CH:23][CH:22]=1.C1(P(C2C=CC=CC=2)C2C=CC=CC=2)C=CC=CC=1.N(C(OC(C)(C)C)=O)=NC(OC(C)(C)C)=O>>[C:1]([O:5][C:6](=[O:18])[CH2:7][N:8]1[C:16]2[C:11](=[CH:12][CH:13]=[C:14]([O:17][CH2:33][CH2:32][C:30]3[N:31]=[C:27]([C:24]4[CH:23]=[CH:22][C:21]([C:20]([F:36])([F:19])[F:35])=[CH:26][CH:25]=4)[S:28][CH:29]=3)[CH:15]=2)[CH:10]=[CH:9]1)([CH3:4])([CH3:2])[CH3:3]. Procedure: In analogy to the procedure described in example 3 c], (6-hydroxy-indol-1-yl)-acetic acid tert-butyl ester (example 6 b]) was reacted with 2-[2-(4-trifluoromethyl-phenyl)-thiazol-4-yl]-ethanol in the presence of triphenylphosphine and di-tert-butyl azodicarboxylate to yield (6-{2-[2-(4-trifluoromethyl-phenyl)-thiazol-4-yl]-ethoxy]-indol-1-yl)-acetic acid tert-butyl ester as yellow oil.